From a dataset of the Open Reaction Database (ORD), a public repository of structured organic reaction records. describe an organic reaction: reactants, conditions, products, and yield Starting materials: ClC1=C(C=C(C(=N1)N)N)C1=C(C(=CC=C1)Cl)Cl (6-chloro-5-(2,3-dichlorophenyl)pyridine-2,3-diamine), FC(C(=O)O)(F)F (trifluoroacetic acid). The solvent is Cl (hydrochloric acid). Product: ClC1=C(C=C2C(=N1)N=C(N2)C(F)(F)F)C2=C(C(=CC=C2)Cl)Cl (5-chloro-6-(2,3-dichlorophenyl)-2-(trifluoromethyl)-1H-imidazo[4,5-b]pyridine). Reaction SMILES: [Cl:1][C:2]1[N:7]=[C:6]([NH2:8])[C:5]([NH2:9])=[CH:4][C:3]=1[C:10]1[CH:15]=[CH:14][CH:13]=[C:12]([Cl:16])[C:11]=1[Cl:17].[F:18][C:19]([F:24])([F:23])[C:20](O)=O>Cl>[Cl:1][C:2]1[N:7]=[C:6]2[N:8]=[C:20]([C:19]([F:24])([F:23])[F:18])[NH:9][C:5]2=[CH:4][C:3]=1[C:10]1[CH:15]=[CH:14][CH:13]=[C:12]([Cl:16])[C:11]=1[Cl:17]. Procedure details: To a solution of 6-chloro-3-nitropyridin-2-amine (630 mg, 3.63 mmol) in ethanol (11 mL) was add I2 (920 mg, 3.62 mmol) and Ag2SO4 (1132 mg, 3.63 mmol).). The resulting solution was stirred overnight at room temperature and dissolved in water (100 mL), then extracted with ethyl acetate (3×80 ml). The combined organic layers were washed with brine (50 ml), dried over anhydrous sodium sulfate and concentrated under vacuum to produce 6-chloro-5-iodo-3-nitropyridin-2-amine as a yellow solid (640 mg, ... Reactants: N(=[N+]=[N-])C1CC(C(C2=CC=C(C=C12)OC)=O)(C)C (4-azido-6-methoxy-2,2-dimethyl-3,4-dihydronaphthalen-1(2H)-one), [H][H] (hydrogen). Reagents/catalysts: [Pd] (palladium on carbon). Run in CCO (EtOH). Reaction conditions: time 5 hour. Product: NC1CC(C(C2=CC=C(C=C12)OC)=O)(C)C (4-amino-6-methoxy-2,2-dimethyl-3,4-dihydronaphthalen-1(2H)-one). Isolated yield 91.2%. As a reaction SMILES: [N:1]([CH:4]1[C:13]2[C:8](=[CH:9][CH:10]=[C:11]([O:14][CH3:15])[CH:12]=2)[C:7](=[O:16])[C:6]([CH3:18])([CH3:17])[CH2:5]1)=[N+]=[N-].[H][H]>CCO.[Pd]>[NH2:1][CH:4]1[C:13]2[C:8](=[CH:9][CH:10]=[C:11]([O:14][CH3:15])[CH:12]=2)[C:7](=[O:16])[C:6]([CH3:18])([CH3:17])[CH2:5]1. Procedure: To a solution of 4-azido-6-methoxy-2,2-dimethyl-3,4-dihydronaphthalen-1(2H)-one (2.50 g, 10.2 mmol) in EtOH (100 mL) at RT was added palladium on carbon (1.08 g, 10.2 mmol) in two portions. A hydrogen balloon was affixed to the reaction flask and the head space above the solvent was purged with H2. After 5 hours, the solution was filtered through a plug of celite and concentrated to provide the crude product as an oil. The residue was purified by column chromatography 100% DCM to 50% (10% MeOH/D...